This data is from the Open Reaction Database (ORD), a public repository of structured organic reaction records. The task is: describe an organic reaction: reactants, conditions, products, and yield Starting materials: C1OC2=CC(=C(C=C2O1)CC(=O)OC)C(C1=CC(=CC=C1)[N+](=O)[O-])=O (methyl 4,5-methylenedioxy-2-(3-nitrobenzoyl)phenylacetate), O.NN (hydrazine hydrate), C(C)O (ethanol). The solvent is C(C)(=O)O (acetic acid). Product: C1OC=2C(=CC3=C(CC(NN=C3C3=CC(=CC=C3)[N+](=O)[O-])=O)C2)O1 (7,8-Methylenedioxy-1-(3-nitrophenyl)-3,5-dihydro-2,3-benzodiazepin-4(4H)-one). RXN SMILES: [CH2:1]1[O:9][C:8]2[C:3](=[CH:4][C:5]([C:15](=O)[C:16]3[CH:21]=[CH:20][CH:19]=[C:18]([N+:22]([O-:24])=[O:23])[CH:17]=3)=[C:6]([CH2:10][C:11](OC)=[O:12])[CH:7]=2)[O:2]1.O.[NH2:27][NH2:28].C(O)C>C(O)(=O)C>[CH2:1]1[O:2][C:3]2=[CH:4][C:5]3[C:15]([C:16]4[CH:21]=[CH:20][CH:19]=[C:18]([N+:22]([O-:24])=[O:23])[CH:17]=4)=[N:28][NH:27][C:11](=[O:12])[CH2:10][C:6]=3[CH:7]=[C:8]2[O:9]1 |f:1.2|. Procedure details: The title compound was prepared from methyl 4,5-methylenedioxy-2-(3-nitrobenzoyl)phenylacetate (500 mg, 1.46 mmol), hydrazine hydrate (350 μL, 6.20 mmol), and acetic acid (50 μL) in ethanol (15 mL) as a yellow solid (30 mg, 0.092 mmol, 6%), mp: 251°-253° C. 1H NMR (CDCl3) 8.52 (s, 1H), 8.46 (s, 1H), 8.31 (d, J=8.2, 1H), 7.99 (d, J=8.2, 1H), 7.62 (t, J=8.2, 1H), 6.87 (s, 1H), 6.57 (s, 1H), 6.06 (s, 2H), 3.49 (s, 2H). Anal. Calcd. for C16H11N3O5 : C, 59.08; H, 3.41; N, 12.92. Found: C, 58.95; 11, ...